Dataset: the Open Reaction Database (ORD), a public repository of structured organic reaction records. Task: describe an organic reaction: reactants, conditions, products, and yield Reactants: CC1=C(C=C(C(=N1)C(=O)OCC)C(=O)OCC)C(=O)[O-] (6-methyl-2,3,5-pyridinetricarboxylic acid, 2,3-diethyl ester). Run in C1(=CC=CC=C1)C (toluene). Yields the product OCC=1C=C(C(=NC1C)C(=O)OCC)C(=O)OCC (5-(hydroxymethyl)-6-methylpyridine-2,3-dicarboxylic acid, diethyl ester). Yield: 9.9%. As a reaction SMILES: [CH3:1][C:2]1[N:7]=[C:6]([C:8]([O:10][CH2:11][CH3:12])=[O:9])[C:5]([C:13]([O:15][CH2:16][CH3:17])=[O:14])=[CH:4][C:3]=1[C:18]([O-])=[O:19]>C1(C)C=CC=CC=1>[OH:19][CH2:18][C:3]1[CH:4]=[C:5]([C:13]([O:15][CH2:16][CH3:17])=[O:14])[C:6]([C:8]([O:10][CH2:11][CH3:12])=[O:9])=[N:7][C:2]=1[CH3:1]. Procedure: A solution of 464 g 6-methyl-2,3,5-pyridinetricarboxylic acid, 2,3-diethyl ester in 2.5 L toluene is cooled, under nitrogen, 5° with mechanical stirring while 200 mL of borane-dimethylsulfide complex is added dropwise over a one hour and 30 minute period. After stirring at room temperature for three days, the reaction is cooled to 10° and quenched with 250 mL of concentrated hydrochloric acid. A further 500 mL of 3M hydrochloric acid and 250 mL of ethyl acetate is added, and the reaction is vigo... Reactants: Cl (HCl), COC(C1=CC(=CC=C1)CN1C(C(C(C1)(C)C)OC1=CC(=C(C=C1)C#N)C(F)(F)F)=O)=O ((±)-3-[3-(4-Cyano-3-trifluoromethyl-phenoxy)-4,4-dimethyl-2-oxo-pyrrolidin-1-ylmethyl]-benzoic acid methyl ester), COC(C1=CC(=CC=C1)CN1C(C(C(C1)(C)C)OC1=CC(=C(C=C1)C#N)C(F)(F)F)=O)=O ((±)-3-[3-(4-cyano-3-trifluoromethyl-phenoxy)-4,4-dimethyl-2-oxo-pyrrolidin-1-ylmethyl]-benzoic acid methyl ester), [OH-].[Na+] (NaOH). Run in C1CCOC1 (THF). Conditions: time 8 hour. Product: C(#N)C1=C(C=C(OC2C(N(CC2(C)C)CC=2C=C(C(=O)O)C=CC2)=O)C=C1)C(F)(F)F (3-[3-(4-Cyano-3-trifluoromethyl-phenoxy)-4,4-dimethyl-2-oxo-pyrrolidin-1-ylmethyl]-benzoic acid). Yield: 85.0%. As a reaction SMILES: C[O:2][C:3](=[O:32])[C:4]1[CH:9]=[CH:8][CH:7]=[C:6]([CH2:10][N:11]2[CH2:15][C:14]([CH3:17])([CH3:16])[CH:13]([O:18][C:19]3[CH:24]=[CH:23][C:22]([C:25]#[N:26])=[C:21]([C:27]([F:30])([F:29])[F:28])[CH:20]=3)[C:12]2=[O:31])[CH:5]=1.[OH-].[Na+].Cl>C1COCC1>[C:25]([C:22]1[CH:23]=[CH:24][C:19]([O:18][CH:13]2[C:14]([CH3:17])([CH3:16])[CH2:15][N:11]([CH2:10][C:6]3[CH:5]=[C:4]([CH:9]=[CH:8][CH:7]=3)[C:3]([OH:32])=[O:2])[C:12]2=[O:31])=[CH:20][C:21]=1[C:27]([F:30])([F:29])[F:28])#[N:26] |f:1.2|. Procedure: The compound obtained in Example 25, (±)-3-[3-(4-cyano-3-trifluoromethyl-phenoxy)-4,4-dimethyl-2-oxo-pyrrolidin-1-ylmethyl]-benzoic acid methyl ester, (0.128 g, 0.29 mmol) was dissolved in 4 mL THF and 1.0 mL 1 M NaOH was added. The reaction was stirred at ambient temperature overnight. The reaction mixture was acidified with 1 N HCl to pH ˜3 and extracted into ethyl acetate. The organic layer was washed with brine and dried over anhydrous magnesium sulfate and concentrated in vacuo. The materia...